This data is from the Open Reaction Database (ORD), a public repository of structured organic reaction records. The task is: describe an organic reaction: reactants, conditions, products, and yield Starting materials: C1CCOC1, OCc1ccc(Cl)nc1, CI. Product: COCc1ccc(Cl)nc1. RXN SMILES: [CH2:12]1[O:13][CH2:14][CH2:15][CH2:16]1.[Cl:1][c:2]1[cH:3][cH:4][c:5]([CH2:8][OH:9])[cH:6][n:7]1.[I:10][CH3:11]>>[Cl:1][c:2]1[cH:3][cH:4][c:5]([CH2:8][O:9][CH3:11])[cH:6][n:7]1. Starting materials: B(Br)(Br)Br (boron tribromide), NC1=NC=NC(=C1C1=CC(=C2C=CN(C2=C1)COCC[Si](C)(C)C)NS(=O)(=O)C1=CC=C(C=C1)OC)N[C@@H](C)C1=NN2C(C(N1C1=CC=CC=C1)=O)=C(C=C2)C ((S)—N-(6-(4-Amino-6-((1-(5-methyl-4-oxo-3-phenyl-3,4-dihydropyrrolo[2,1-f][1,2,4]triazin-2-yl)ethyl)amino)pyrimidin-5-yl)-1-((2-(trimethylsilyl)ethoxy)methyl)-1H-indol-4-yl)-4-methoxybenzenesulfonamide), CO (Methanol). Run in ClCCl (dichloromethane). Conditions: time 8 hour. Yields the product NC1=NC=NC(=C1C1=CC(=C2C=CNC2=C1)NS(=O)(=O)C1=CC=C(C=C1)O)N[C@@H](C)C1=NN2C(C(N1C1=CC=CC=C1)=O)=C(C=C2)C ((S)—N-(6-(4-Amino-6-((1-(5-methyl-4-oxo-3-phenyl-3,4-dihydropyrrolo[2,1-f][1,2,4]triazin-2-yl)ethyl)amino)pyrimidin-5-yl)-1H-indol-4-yl)-4-hydroxybenzenesulfonamide). Isolated yield 13.2%. Reaction SMILES: [NH2:1][C:2]1[C:7]([C:8]2[CH:16]=[C:15]3[C:11]([CH:12]=[CH:13][N:14]3COCC[Si](C)(C)C)=[C:10]([NH:25][S:26]([C:29]3[CH:34]=[CH:33][C:32]([O:35]C)=[CH:31][CH:30]=3)(=[O:28])=[O:27])[CH:9]=2)=[C:6]([NH:37][C@H:38]([C:40]2[N:45]([C:46]3[CH:51]=[CH:50][CH:49]=[CH:48][CH:47]=3)[C:44](=[O:52])[C:43]3=[C:53]([CH3:56])[CH:54]=[CH:55][N:42]3[N:41]=2)[CH3:39])[N:5]=[CH:4][N:3]=1.B(Br)(Br)Br.CO>ClCCl>[NH2:1][C:2]1[C:7]([C:8]2[CH:16]=[C:15]3[C:11]([CH:12]=[CH:13][NH:14]3)=[C:10]([NH:25][S:26]([C:29]3[CH:34]=[CH:33][C:32]([OH:35])=[CH:31][CH:30]=3)(=[O:28])=[O:27])[CH:9]=2)=[C:6]([NH:37][C@H:38]([C:40]2[N:45]([C:46]3[CH:51]=[CH:50][CH:49]=[CH:48][CH:47]=3)[C:44](=[O:52])[C:43]3=[C:53]([CH3:56])[CH:54]=[CH:55][N:42]3[N:41]=2)[CH3:39])[N:5]=[CH:4][N:3]=1. Procedure: (S)—N-(6-(4-Amino-6-((1-(5-methyl-4-oxo-3-phenyl-3,4-dihydropyrrolo[2,1-f][1,2,4]triazin-2-yl)ethyl)amino)pyrimidin-5-yl)-1-((2-(trimethylsilyl)ethoxy)methyl)-1H-indol-4-yl)-4-methoxybenzenesulfonamide (56 mg, 0.07 mmol) was dissolved in dichloromethane (1 ml). A solution of boron tribromide (1M in dichloromethane, 707 μl, 0.71 mmol) was added dropwise and the reaction was stirred at room temperature overnight. Methanol was added and the solvents were removed. Then ammonia (7N in methanol) (1.5 ...